Dataset: the Open Reaction Database (ORD), a public repository of structured organic reaction records. Task: describe an organic reaction: reactants, conditions, products, and yield Starting materials: ClCCl (dichloromethane), CC1=C(CCl)C=C(C=C1)[N+](=O)[O-] (2-methyl-5-nitrobenzyl chloride), FC(CO)(C(F)(F)F)F (2,2,3,3,3-pentafluoropropanol), [OH-].[K+] (KOH). Solvent: CN(C=O)C (dimethylformamide). Conditions: time 8 hour. Product: FC(COCC=1C=C(C=CC1C)[N+](=O)[O-])(C(F)(F)F)F (3-(2,2,3,3,3-pentafluoropropoxy)methyl-4-methyl-1-nitrobenzene). The yield is 95.4%. RXN SMILES: [CH3:1][C:2]1[CH:9]=[CH:8][C:7]([N+:10]([O-:12])=[O:11])=[CH:6][C:3]=1[CH2:4]Cl.[F:13][C:14]([F:21])([C:17]([F:20])([F:19])[F:18])[CH2:15][OH:16].[OH-].[K+].ClCCl>CN(C)C=O>[F:13][C:14]([F:21])([C:17]([F:20])([F:19])[F:18])[CH2:15][O:16][CH2:4][C:3]1[CH:6]=[C:7]([N+:10]([O-:12])=[O:11])[CH:8]=[CH:9][C:2]=1[CH3:1] |f:2.3|. Procedure details: To a solution of 5.00 g (0.027 mol) of 2-methyl-5-nitrobenzyl chloride and 21.3 g (0.135 mol) of 2,2,3,3,3-pentafluoropropanol in 16.5 ml of dimethylformamide, was added 2.29 g (0.041 mol) of KOH pellets and the solution was stirred overnight. Then dichloromethane was added and the salts were filtered out. The filtrate was made acid and then the solvents were distilled off. The residue was dissolved in a 9/1 (v/v) mixed solvent of hexane/ethyl acetate, washed with dilute hydrochloric acid, water... The reactants are N1([C@H](C(=O)N[C@@H](CC2=CNC=N2)C(=O)N2[C@H](C(=O)N[C@@H](CC3=CC=CC=C3)C(=O)N[C@@H](CC3=CNC=N3)C(=O)N[C@@H](CC(C)C)[C@@H](O)CC(=O)N[C@@H]([C@@H](C)CC)C(=O)N[C@@H](CC3=CNC=N3)C(=O)N[C@@H](CCCCNC(=O)OC(C)(C)C)C(=O)OC)CCC2)CCC1)C(=O)OC(C)(C)C (Boc-Pro-His-Pro-Phe-His-Sta-Ile-His-Lys(Boc)-OMe), FC(C(=O)O)(F)F (trifluoroacetic acid), C(C)(C)OC(C)C (diisopropyl ether). Reaction conditions: time 30 minute. Yields the product N1[C@H](C(=O)N[C@@H](CC2=CNC=N2)C(=O)N2[C@H](C(=O)N[C@@H](CC3=CC=CC=C3)C(=O)N[C@@H](CC3=CNC=N3)C(=O)N[C@@H](CC(C)C)[C@@H](O)CC(=O)N[C@@H]([C@@H](C)CC)C(=O)N[C@@H](CC3=CNC=N3)C(=O)N[C@@H](CCCCN)C(=O)OC)CCC2)CCC1 (H-Pro-His-Pro-Phe-His-Sta-Ile-His-Lys-OMe), C(=O)(C(F)(F)F)O (TFA). RXN SMILES: [N:1]1(C(OC(C)(C)C)=O)[CH2:92][CH2:91][CH2:90][C@H:2]1[C:3]([NH:5][C@H:6]([C:13]([N:15]1[CH2:89][CH2:88][CH2:87][C@H:16]1[C:17]([NH:19][C@H:20]([C:28]([NH:30][C@H:31]([C:38]([NH:40][C@H:41]([C@H:46]([CH2:48][C:49]([NH:51][C@H:52]([C:57]([NH:59][C@H:60]([C:67]([NH:69][C@H:70]([C:83]([O:85][CH3:86])=[O:84])[CH2:71][CH2:72][CH2:73][CH2:74][NH:75]C(OC(C)(C)C)=O)=[O:68])[CH2:61][C:62]1[N:66]=[CH:65][NH:64][CH:63]=1)=[O:58])[C@H:53]([CH2:55][CH3:56])[CH3:54])=[O:50])[OH:47])[CH2:42][CH:43]([CH3:45])[CH3:44])=[O:39])[CH2:32][C:33]1[N:37]=[CH:36][NH:35][CH:34]=1)=[O:29])[CH2:21][C:22]1[CH:27]=[CH:26][CH:25]=[CH:24][CH:23]=1)=[O:18])=[O:14])[CH2:7][C:8]1[N:12]=[CH:11][NH:10][CH:9]=1)=[O:4].C(OC(C)C)(C)C.[F:107][C:108]([F:113])([F:112])[C:109]([OH:111])=[O:110]>>[NH:1]1[CH2:92][CH2:91][CH2:90][C@H:2]1[C:3]([NH:5][C@H:6]([C:13]([N:15]1[CH2:89][CH2:88][CH2:87][C@H:16]1[C:17]([NH:19][C@H:20]([C:28]([NH:30][C@H:31]([C:38]([NH:40][C@H:41]([C@H:46]([CH2:48][C:49]([NH:51][C@H:52]([C:57]([NH:59][C@H:60]([C:67]([NH:69][C@H:70]([C:83]([O:85][CH3:86])=[O:84])[CH2:71][CH2:72][CH2:73][CH2:74][NH2:75])=[O:68])[CH2:61][C:62]1[N:66]=[CH:65][NH:64][CH:63]=1)=[O:58])[C@H:53]([CH2:55][CH3:56])[CH3:54])=[O:50])[OH:47])[CH2:42][CH:43]([CH3:45])[CH3:44])=[O:39])[CH2:32][C:33]1[N:37]=[CH:36][NH:35][CH:34]=1)=[O:29])[CH2:21][C:22]1[CH:23]=[CH:24][CH:25]=[CH:26][CH:27]=1)=[O:18])=[O:14])[CH2:7][C:8]1[N:12]=[CH:11][NH:10][CH:9]=1)=[O:4].[C:109]([OH:111])([C:108]([F:113])([F:112])[F:107])=[O:110]. Procedure: Stage 2.7 330 mg of Boc-Pro-His-Pro-Phe-His-Sta-Ile-His-Lys(Boc)-OMe are dissolved in 1.7 ml of 95% strength trifluoroacetic acid and left to stand for 30 minutes at 25°. Then, 14 ml of diisopropyl ether are added, the whole is stirred for 30 minutes at 0°, filtered and dried in a high vacuum over KOH, yielding H-Pro-His-Pro-Phe-His-Sta-Ile-His-Lys-OMe×5 TFA; Rf (D)=0.17; Rf (K)=0.20. The reactants are CC(=O)Cl, ClCCl, [Na+], O=C([O-])O, NCc1cccc(-c2ccccc2)c1. Product: CC(=O)NCc1cccc(-c2ccccc2)c1. As a reaction SMILES: [CH3:20][C:21]([Cl:22])=[O:23].[Cl:24][CH2:25][Cl:26].[Na+:19].[O-:15][C:16]([OH:17])=[O:18].[c:1]1(-[c:9]2[cH:10][cH:11][cH:12][cH:13][cH:14]2)[cH:2][c:3]([CH2:7][NH2:8])[cH:4][cH:5][cH:6]1>>[c:1]1(-[c:9]2[cH:10][cH:11][cH:12][cH:13][cH:14]2)[cH:2][c:3]([CH2:7][NH:8][C:21]([CH3:20])=[O:23])[cH:4][cH:5][cH:6]1. Reactants: COC=1C=C2CCCC(C2=CC1)=O (6-methoxy-1-tetralone), O (Water), CC(C)([O-])C.[K+] (potassium tert-butoxide). Reagents/catalysts: [Br-].C[P+](C1=CC=CC=C1)(C1=CC=CC=C1)C1=CC=CC=C1 (methyltriphenylphosphonium bromide). The solvent is O1CCCC1 (tetrahydrofuran), O1CCCC1 (tetrahydrofuran). Conditions: time 1 hour. Product: COC=1C=CC2=C(CCCC(C2)=O)C1 (2-Methoxy-5,7,8,9-tetrahydrobenzocyclohepten-6-one), COC=1C=C2CCCC(C2=CC1)=C (6-methoxy-1-methylene-1,2,3,4-tetrahydronaphthalene). Reaction SMILES: [CH3:1]C(C)([O-])C.[K+].[CH3:7][O:8][C:9]1[CH:10]=[C:11]2[C:16](=[CH:17][CH:18]=1)[C:15](=[O:19])[CH2:14][CH2:13][CH2:12]2.O>[Br-].C[P+](C1C=CC=CC=1)(C1C=CC=CC=1)C1C=CC=CC=1.O1CCCC1>[CH3:7][O:8][C:9]1[CH:18]=[CH:17][C:16]2[CH2:1][C:15](=[O:19])[CH2:14][CH2:13][CH2:12][C:11]=2[CH:10]=1.[CH3:7][O:8][C:9]1[CH:10]=[C:11]2[C:16](=[CH:17][CH:18]=1)[C:15](=[CH2:1])[CH2:14][CH2:13][CH2:12]2 |f:0.1,4.5|. Reported procedure: The title compound was synthesized by referring to Tetrahedron Lett., 1977, 21, 1827. To a suspension of methyltriphenylphosphonium bromide (11.5 g) in tetrahydrofuran (50 ml) was added dropwise potassium tert-butoxide (1.0 M solution in tetrahydrofuran) (40 ml) on an ice bath under a nitrogen atmosphere, the solution was stirred for 1 hour, then a solution of 6-methoxy-1-tetralone (4.74 g) in tetrahydrofuran (26 ml) was added dropwise thereto followed by stirring for 2.5 hours at room temperatu...